Dataset: the Open Reaction Database (ORD), a public repository of structured organic reaction records. Task: describe an organic reaction: reactants, conditions, products, and yield Starting materials: FC1=CC=C(COC2=CC=C(C=C2)C(C(=O)O)C(C)C)C=C1 (2-{4-[(4-Fluorobenzyl)oxy]phenyl}-3-methylbutanoic acid), suspension, [H-].[Na+] (Sodium hydride), O.[Cl-].[NH4+] (ammonium chloride water), N1C=NC=C1 (imidazole), C(=O)(N1C=NC=C1)N1C=NC=C1 (1,1′-carbonyldiimidazole), N1C=NC=C1 (imidazole), NC=1SSC(N1)=S (3-amino-1,2,4-dithiazole-5-thione). Solvent: O1CCCC1 (tetrahydrofuran), O1CCCC1 (tetrahydrofuran). Conditions: temperature 0 celsius, time 30 minute. Product: FC1=CC=C(COC2=CC=C(C=C2)C(C(=O)NC2=NC(SS2)=S)C(C)C)C=C1 (2-{4-[(4-fluorobenzyl)oxy]phenyl}-3-methyl-N-(3-thioxo-3H-1,2,4-dithiazol-5-yl)butanamide). Isolated yield 13.1%. RXN SMILES: [F:1][C:2]1[CH:22]=[CH:21][C:5]([CH2:6][O:7][C:8]2[CH:13]=[CH:12][C:11]([CH:14]([CH:18]([CH3:20])[CH3:19])[C:15](O)=[O:16])=[CH:10][CH:9]=2)=[CH:4][CH:3]=1.C(N1C=CN=C1)(N1C=CN=C1)=O.N1C=CN=C1.[H-].[Na+].[NH2:42][C:43]1[S:44][S:45][C:46](=[S:48])[N:47]=1.O.[Cl-].[NH4+]>O1CCCC1>[F:1][C:2]1[CH:22]=[CH:21][C:5]([CH2:6][O:7][C:8]2[CH:13]=[CH:12][C:11]([CH:14]([CH:18]([CH3:20])[CH3:19])[C:15]([NH:42][C:43]3[S:44][S:45][C:46](=[S:48])[N:47]=3)=[O:16])=[CH:10][CH:9]=2)=[CH:4][CH:3]=1 |f:3.4,6.7.8|. Procedure details: 2-{4-[(4-Fluorobenzyl)oxy]phenyl}-3-methylbutanoic acid(1.00 g, 3.31 mmol) was dissolved in tetrahydrofuran (11 ml), and 1,1′-carbonyldiimidazole (0.644 g, 3.97 mmol) was added thereto. The imidazole mixture was stirred for 1 hour at room temperature. Sodium hydride (60% oil suspension 0.132 g, 3.31 mmol) was suspended in tetrahydrofuran (11 ml), and 3-amino-1,2,4-dithiazole-5-thione (0.497 g, 3.31 mmol) was added thereto. After being stirred for 30 minutes at 0° C., the reaction mixture, with t... Starting materials: BrC1=C(C(=CC=C1)C)[N+](=O)[O-] (1-bromo-3-methyl-2-nitrobenzene), C1(=CC=CC=C1)N (phenylamine), C(=O)([O-])[O-].[Cs+].[Cs+] (Cs2CO3). The reagents and catalysts are CC(=O)[O-].CC(=O)[O-].[Pd+2] (Pd(OAc)2), C1=CC=C(C=C1)P(C2=CC=CC=C2)C3=C(C4=CC=CC=C4C=C3)C5=C(C=CC6=CC=CC=C65)P(C7=CC=CC=C7)C8=CC=CC=C8 ((R)-BINAP). Solvent: C1(=CC=CC=C1)C (toluene). Reaction conditions: temperature 110 celsius, time 18 hour. Product: CC=1C(=C(C=CC1)NC1=CC=CC=C1)[N+](=O)[O-] ((3-Methyl-2-nitrophenyl)phenylamine). The yield is 88.1%. RXN SMILES: Br[C:2]1[CH:7]=[CH:6][CH:5]=[C:4]([CH3:8])[C:3]=1[N+:9]([O-:11])=[O:10].[C:12]1([NH2:18])[CH:17]=[CH:16][CH:15]=[CH:14][CH:13]=1.C([O-])([O-])=O.[Cs+].[Cs+]>C1(C)C=CC=CC=1.CC([O-])=O.CC([O-])=O.[Pd+2].C1C=CC(P(C2C=CC3C(=CC=CC=3)C=2C2C3C(=CC=CC=3)C=CC=2P(C2C=CC=CC=2)C2C=CC=CC=2)C2C=CC=CC=2)=CC=1>[CH3:8][C:4]1[C:3]([N+:9]([O-:11])=[O:10])=[C:2]([NH:18][C:12]2[CH:17]=[CH:16][CH:15]=[CH:14][CH:13]=2)[CH:7]=[CH:6][CH:5]=1 |f:2.3.4,6.7.8|. Procedure: A mixture of 1-bromo-3-methyl-2-nitrobenzene (1 g, 4.63 mmol), phenylamine (422 μL, 4.63 mmol), Cs2CO3 (2.11 g, 6.48 mmol) and (R)-BINAP (5 mol %, 143 mg, 0.23 mmol) in toluene (20 mL) was degassed with a stream of nitrogen prior to addition of Pd(OAc)2 (25 mg, 0.11 mmol) and was stirred at 110° C. under a nitrogen atmosphere for 18 h. After cooling to RT, the mixture was partitioned between EtOAc and water. The organic layer was washed with brine, then dried (Na2SO4) and concentrated in vacuo. ... Starting materials: C(C=C)N(C)CC=C (diallyl methylamine), ClCC(=O)OC (methyl chloracetate). Run at time 48 hour. Isolated yield 82.6%. Reported procedure: To a solution of diallyl methylamine (17.90 g) in acetone (35 ml) was added methyl chloracetate (17.47 g). The mixture was allowed to stand at ambient temperature for 48 hours. The solvent was then removed by evaporation under reduced pressure. The residue, a thick oil, was made more mobile by the addition of isopropanol (5.0 ml) and the product re-precipitated by the addition of ether (700 ml). The product separated as a heavy oil. The ether layer was decanted and the product again mobilised by... Run in CC(=O)C (acetone). Reaction SMILES: [CH2:1]([N:4]([CH2:6][CH:7]=[CH2:8])[CH3:5])[CH:2]=[CH2:3].[Cl:9][CH2:10][C:11]([O:13][CH3:14])=[O:12]>CC(C)=O>[Cl-:9].[C:11]([CH2:10][N+:4]([CH3:5])([CH2:6][CH:7]=[CH2:8])[CH2:1][CH:2]=[CH2:3])([O:13][CH3:14])=[O:12] |f:3.4|. Yields the product [Cl-].C(=O)(OC)C[N+](CC=C)(CC=C)C (N-carbomethoxy methyl-N-methyl-N,N-diallyl ammonium chloride). Starting materials: ClC1=C(C=CC(=C1)F)CCC(=O)O (3-(2-chloro-4-fluorophenyl)propanoic acid), C(C(=O)Cl)(=O)Cl (oxalyl chloride). Solvent: ClCCl (dichloromethane). Product: ClC1=C(C=CC(=C1)F)CCC(=O)Cl (3-(2-chloro-4-fluorophenyl)propionyl chloride). RXN SMILES: [Cl:1][C:2]1[CH:7]=[C:6]([F:8])[CH:5]=[CH:4][C:3]=1[CH2:9][CH2:10][C:11]([OH:13])=O.C(Cl)(=O)C([Cl:17])=O>ClCCl>[Cl:1][C:2]1[CH:7]=[C:6]([F:8])[CH:5]=[CH:4][C:3]=1[CH2:9][CH2:10][C:11]([Cl:17])=[O:13]. Reported procedure: To a mixture of 3-(2-chloro-4-fluorophenyl)propanoic acid (21.6 g, 0.11 mol) and dichloromethane at room temperature was added dropwise oxalyl chloride (19.2 ml). The mixture was stirred at room temperature until gas evolution had ceased. The excess oxalyl chloride was removed by distillation to give 3-(2-chloro-4-fluorophenyl)propionyl chloride. A solution of the 3-(2-chloro-4-fluorophenyl) propionyl chloride in dichloromethane (100 ml) was added dropwise to a mixture of aluminium chloride (17.... The reactants are COCOCC1=CC=C(C=C1)C=1SC=CN1 (2-{4-[(methoxymethyloxy)methyl]phenyl}thiazole), Cl (hydrochloric acid), O (water), Cl (hydrochloric acid). The solvent is C(C)O (ethanol). Reaction conditions: temperature 50 celsius, time 5 hour. Yields the product S1C(=NC=C1)C1=CC=C(CO)C=C1 (4-(thiazol-2-yl)benzyl alcohol). The yield is 50.8%. As a reaction SMILES: COC[O:4][CH2:5][C:6]1[CH:11]=[CH:10][C:9]([C:12]2[S:13][CH:14]=[CH:15][N:16]=2)=[CH:8][CH:7]=1.Cl.O>C(O)C>[S:13]1[CH:14]=[CH:15][N:16]=[C:12]1[C:9]1[CH:8]=[CH:7][C:6]([CH2:5][OH:4])=[CH:11][CH:10]=1. Procedure details: To a solution of 1-bromo-4-[(methoxymethyloxy)methyl]benzene (3.0 g) in tetrahydrofuran (52 mL) was added n-butyllithium (1.6 mol/L hexane solution, 9.3 mL) at −78° C., and the mixture was stirred for 30 minutes. To the reaction mixture was added triisopropyl borate (2.6 g), and the mixture was stirred at room temperature for 1 hour. To the reaction mixture was added 1 mol/L hydrochloric acid solution, and the mixture was extracted with ethyl acetate. The organic layer was washed with water and ... The product is ClC1=C2C(=NC=C1)C=C(S2)C=2SC(=C(N2)C)C(=O)N2CCN(CC2)C ([2-(7-Chloro-thieno[3,2-b]pyridin-2-yl)-4-methyl-thiazol-5-yl]-(4-methyl-piperazin-1-yl)-methanone). As a reaction SMILES: [Cl:1][C:2]1[CH:7]=[CH:6][N:5]=[C:4]2[CH:8]=[C:9]([C:11]3[S:12][C:13]([C:17](Cl)=[O:18])=[C:14]([CH3:16])[N:15]=3)[S:10][C:3]=12.[CH3:20][N:21]1[CH2:26][CH2:25][NH:24][CH2:23][CH2:22]1>ClCCl>[Cl:1][C:2]1[CH:7]=[CH:6][N:5]=[C:4]2[CH:8]=[C:9]([C:11]3[S:12][C:13]([C:17]([N:24]4[CH2:25][CH2:26][N:21]([CH3:20])[CH2:22][CH2:23]4)=[O:18])=[C:14]([CH3:16])[N:15]=3)[S:10][C:3]=12. Starting materials: ClC1=C2C(=NC=C1)C=C(S2)C=2SC(=C(N2)C)C(=O)Cl (2-(7-Chloro-thieno[3,2-b]pyridin-2-yl)-4-methyl-thiazole-5-carbonyl chloride), CN1CCNCC1 (1-methylpiperazine). Reported procedure: A solution of 2-(7-Chloro-thieno[3,2-b]pyridin-2-yl)-4-methyl-thiazole-5-carbonyl chloride, (0.28 g, 0.85 mmol), dry dichloromethane (1.5 mL), and 1-methylpiperazine (0.21 mL, 1.87 mmol) was stirred at room temperature for four hours. A gas discharge and immediate solution were noted. The reaction mixture was evaporated directly onto silica gel and purified through silica gel chromatography to afford [2-(7-Chloro-thieno[3,2-b]pyridin-2-yl)-4-methyl-thiazol-5-yl]-(4-methyl-piperazin-1-yl)-methano... Run in ClCCl (dichloromethane). The yield is 70.1%.